Dataset: the Open Reaction Database (ORD), a public repository of structured organic reaction records. Task: describe an organic reaction: reactants, conditions, products, and yield As a reaction SMILES: [CH3:1][c:2]1[c:3]([N+:15]([O-:16])=[O:17])[c:4]([C:7](=[O:8])[c:9]2[cH:10][cH:11][cH:12][cH:13][cH:14]2)[n:5][o:6]1.[CH3:20][C:21](=[O:22])[OH:23].[ClH:24].[Na+:19].[OH-:18]>>[CH3:1][c:2]1[c:3]([NH2:15])[c:4]([C:7](=[O:8])[c:9]2[cH:10][cH:11][cH:12][cH:13][cH:14]2)[n:5][o:6]1. Product: Cc1onc(C(=O)c2ccccc2)c1N. The reactants are Cc1onc(C(=O)c2ccccc2)c1[N+](=O)[O-], CC(=O)O, Cl, [Na+], [OH-]. RXN SMILES: [CH3:24][N:25]=[C:26]=[O:27].[F:7][C:8]([c:9]1[cH:10][cH:11][c:12]([O:13][CH:14]2[CH2:15][NH:16][CH2:17]2)[cH:18][cH:19]1)([F:20])[F:21].[K+:23].[OH-:22].[OH:1][C:2]([C:3](=[O:4])[OH:5])=[O:6].[cH:28]1[cH:29][cH:30][cH:31][cH:32][cH:33]1>>[F:7][C:8]([c:9]1[cH:10][cH:11][c:12]([O:13][CH:14]2[CH2:15][N:16]([C:26]([NH:25][CH3:24])=[O:27])[CH2:17]2)[cH:18][cH:19]1)([F:20])[F:21]. The reactants are CN=C=O, FC(F)(F)c1ccc(OC2CNC2)cc1, [K+], [OH-], O=C(O)C(=O)O, c1ccccc1. Yields the product CNC(=O)N1CC(Oc2ccc(C(F)(F)F)cc2)C1. Reactants: C(C)(=O)Cl (acetyl chloride), N1=CC=CC=C1 (pyridine), [N+](=O)([O-])C1=C2CCC(C2=CC=C1)O (4-nitro-1-indanol). Solvent: C1(=CC=CC=C1)C (toluene), C1(=CC=CC=C1)C (toluene). Conditions: temperature 5 celsius, time 10 minute. Yields the product C(C)(=O)OC1CCC2=C(C=CC=C12)[N+](=O)[O-] (4-nitro-1-indanyl acetate). Yield: 100.9%. RXN SMILES: [C:1](Cl)(=[O:3])[CH3:2].N1C=CC=CC=1.[N+:11]([C:14]1[CH:22]=[CH:21][CH:20]=[C:19]2[C:15]=1[CH2:16][CH2:17][CH:18]2[OH:23])([O-:13])=[O:12]>C1(C)C=CC=CC=1>[C:1]([O:23][CH:18]1[C:19]2[C:15](=[C:14]([N+:11]([O-:13])=[O:12])[CH:22]=[CH:21][CH:20]=2)[CH2:16][CH2:17]1)(=[O:3])[CH3:2]. Reported procedure: A stirred solution of 40.0 g (0.51 mole) of acetyl chloride and 43.9 g (0.56 mole) of pyridine in 100 mL of toluene was cooled to 5° C., and a solution of 83.0 g (0.46 mole) of 4-nitro-1-indanol in 30 mL of toluene was added dropwise. Upon complete addition, the reaction mixture was stirred at 5° C. for 10 minutes, then was allowed to warm to ambient temperature and was stirred for 16 hours. The reaction mixture was filtered, and the filtrate concentrated under reduced pressure to give 102.7 g o... Solvent: C(C)O (ethanol), C(C)O (Ethanol). Product: CC1=CC=C(N1CCCOC1=CC=C(C=C1)CCCCC)C1=CC=C(O[C@@H](C(=O)[O-])CC2=CC=CC=C2)C=C1.[Na+] (Sodium (2R)-2-(4-{5-methyl-1-[3-(4-pentylphenoxy)propyl]-1H-pyrrol-2-yl}phenoxy)-3-phenylpropanoate). The reactants are [OH-].[Na+] (sodium hydroxide), CC1=CC=C(N1CCCOC1=CC=C(C=C1)CCCCC)C1=CC=C(O[C@@H](C(=O)O)CC2=CC=CC=C2)C=C1 ((2R)-2-(4-{5-methyl-1-[3-(4-pentylphenoxy)propyl]-1H-pyrrol-2-yl}phenoxy)-3-phenylpropanoic acid). As a reaction SMILES: [OH-].[Na+:2].[CH3:3][C:4]1[N:8]([CH2:9][CH2:10][CH2:11][O:12][C:13]2[CH:18]=[CH:17][C:16]([CH2:19][CH2:20][CH2:21][CH2:22][CH3:23])=[CH:15][CH:14]=2)[C:7]([C:24]2[CH:41]=[CH:40][C:27]([O:28][C@H:29]([CH2:33][C:34]3[CH:39]=[CH:38][CH:37]=[CH:36][CH:35]=3)[C:30]([OH:32])=[O:31])=[CH:26][CH:25]=2)=[CH:6][CH:5]=1>C(O)C>[CH3:3][C:4]1[N:8]([CH2:9][CH2:10][CH2:11][O:12][C:13]2[CH:18]=[CH:17][C:16]([CH2:19][CH2:20][CH2:21][CH2:22][CH3:23])=[CH:15][CH:14]=2)[C:7]([C:24]2[CH:25]=[CH:26][C:27]([O:28][C@H:29]([CH2:33][C:34]3[CH:39]=[CH:38][CH:37]=[CH:36][CH:35]=3)[C:30]([O-:32])=[O:31])=[CH:40][CH:41]=2)=[CH:6][CH:5]=1.[Na+:2] |f:0.1,4.5|. Reported procedure: Ethanol (6 ml) and a solution of 1N sodium hydroxide in ethanol (1.10 ml) were added to (2R)-2-(4-{5-methyl-1-[3-(4-pentylphenoxy)propyl]-1H-pyrrol-2-yl}phenoxy)-3-phenylpropanoic acid (640 mg, 1.22 mmol) and the mixture was concentrated. To the residue was added diisopropylether to give the object compound as a solid. 499 mg (yield: 82.9%) Yield: 82.9%. Starting materials: O=C(Cl)Cl, CCOC(=O)C(NC(C)=O)C(=O)OCC, C1CC1, C1CCOC1. Yields the product CCOC(=O)C(NC(C)=O)(C(=O)OCC)C(=O)C1CC1. RXN SMILES: [C:16](=[O:17])([Cl:18])[Cl:19].[CH2:1]([CH3:2])[O:3][C:4]([CH:5]([C:6](=[O:7])[O:8][CH2:9][CH3:10])[NH:11][C:12]([CH3:13])=[O:14])=[O:15].[CH2:20]1[CH2:21][CH2:22]1.[CH2:23]1[O:24][CH2:25][CH2:26][CH2:27]1>>[CH2:1]([CH3:2])[O:3][C:4]([C:5]([C:6](=[O:7])[O:8][CH2:9][CH3:10])([NH:11][C:12]([CH3:13])=[O:14])[C:16](=[O:17])[CH:20]1[CH2:21][CH2:22]1)=[O:15]. The reactants are C(C)(C)(C)OC([C@@H](NC(C1=C(C=C(C=C1)[N+](=O)[O-])F)=O)CCC(=O)OC(C)(C)C)=O (di-tert-butyl-N (4-nitro-2-fluorobenzoyl)-(L)-glutamate). Reagents/catalysts: [Pd] (palladium on carbon). Run in C(C)O (ethanol). Run at time 2 hour. The product is NC1=CC(=C(C(=O)N[C@@H](CCC(=O)OC(C)(C)C)C(=O)OC(C)(C)C)C=C1)F (di-tert-butyl N-(4-amino-2-fluorobenzoyl)-(L)-glutamate). Reaction SMILES: [C:1]([O:5][C:6](=[O:30])[C@H:7]([CH2:21][CH2:22][C:23]([O:25][C:26]([CH3:29])([CH3:28])[CH3:27])=[O:24])[NH:8][C:9](=[O:20])[C:10]1[CH:15]=[CH:14][C:13]([N+:16]([O-])=O)=[CH:12][C:11]=1[F:19])([CH3:4])([CH3:3])[CH3:2]>C(O)C.[Pd]>[NH2:16][C:13]1[CH:14]=[CH:15][C:10]([C:9]([NH:8][C@H:7]([C:6]([O:5][C:1]([CH3:4])([CH3:3])[CH3:2])=[O:30])[CH2:21][CH2:22][C:23]([O:25][C:26]([CH3:29])([CH3:28])[CH3:27])=[O:24])=[O:20])=[C:11]([F:19])[CH:12]=1. Procedure: A solution of di-tert-butyl-N (4-nitro-2-fluorobenzoyl)-(L)-glutamate (3.6 g, 8.4 mmoles) in 95% ethanol (100 mL) was mixed with 10% palladium on carbon (0.25 g) and placed on a Parr apparatus. The mixture was shaken under hydrogen atmosphere for 2 hours. The reaction mixture was filtered, spin evaporated, and dried to give a white solid, di-tert-butyl N-(4-amino-2-fluorobenzoyl)-(L)-glutamate yield, 3.0 g (91%); mp 91°-95° C.; 1H-NMR (CDCl3) δ 1.41 (s, 9H), 1.48 (s, 9H), 2.0-2.4 (m, 4H), 2.8 (b... Starting materials: CC1(CC(C2=CC(=CC=C12)O)(C)C)C (1,1,3,3-tetramethyl-5-hydroxy-indane), CCCCC(C)C(C)C.CCCC(C)CC(C)C.CC(C)CC(C)C(C)C (tripropylene), [OH-].[OH-].[Ca+2] (lime hydrate). The solvent is O (water). Conditions: temperature 50 celsius, time 1 hour. Product: CC1(CC(C2=CC(=C(C=C12)CCCCCCC(C)C)O)(C)C)C (1,1,3,3-tetramethyl-6-isononyl5-hydroxy-indane). As a reaction SMILES: [CH3:1][C:2]1([CH3:14])[C:10]2[C:5](=[CH:6][C:7]([OH:11])=[CH:8][CH:9]=2)[C:4]([CH3:13])([CH3:12])[CH2:3]1.[CH3:15][CH2:16][CH2:17][CH2:18][CH:19]([CH:21]([CH3:23])[CH3:22])C.[CH3:24]CCC(CC(C)C)C.CC(CC(C(C)C)C)C.[OH-].[OH-].[Ca+2]>O>[CH3:1][C:2]1([CH3:14])[C:10]2[C:5](=[CH:6][C:7]([OH:11])=[C:8]([CH2:24][CH2:15][CH2:16][CH2:17][CH2:18][CH2:19][CH:21]([CH3:22])[CH3:23])[CH:9]=2)[C:4]([CH3:13])([CH3:12])[CH2:3]1 |f:1.2.3,4.5.6|. Reported procedure: 760 g 1,1,3,3-tetramethyl-5-hydroxy-indane, 2000 g tripropylene and 10 ml borofluoride-etherate are stirred for 1.5 hours at 20° to 25° C whilst being cooled with water. Then 30 g white-lime hydrate are added and stirred for 1 hour at 50° C. The reaction mixture is removed from the lime and the excess tripropylene is distilled off in a water stream vacuum to an absorbtion temperature of 150° C. The residue consists of 1268 g 1,1,3,3-tetramethyl-6-isononyl-5-hydroxy-indane in the form of a yellow... Reactants: C1(=CC=CC=C1)N(C1=CC=C(C=C1)B(O)O)C1=CC=CC=C1 ((4-(diphenylamino)phenyl)boronic acid), BrC1=NC=C(N=C1)Br (2,5-dibromopyrazine), C(=O)([O-])[O-].[K+].[K+] (K2CO3). Reagents/catalysts: C=1C=CC(=CC1)[P](C=2C=CC=CC2)(C=3C=CC=CC3)[Pd]([P](C=4C=CC=CC4)(C=5C=CC=CC5)C=6C=CC=CC6)([P](C=7C=CC=CC7)(C=8C=CC=CC8)C=9C=CC=CC9)[P](C=1C=CC=CC1)(C=1C=CC=CC1)C=1C=CC=CC1 (Pd(PPh3)4). The solvent is O1CCOCC1.O (dioxane water). Run at temperature 85 celsius. The product is BrC=1N=CC(=NC1)C1=CC=C(N(C2=CC=CC=C2)C2=CC=CC=C2)C=C1 (4-(5-bromopyrazin-2-yl)-N,N-diphenylaniline). The yield is 68.2%. As a reaction SMILES: [C:1]1([N:7]([C:17]2[CH:22]=[CH:21][CH:20]=[CH:19][CH:18]=2)[C:8]2[CH:13]=[CH:12][C:11](B(O)O)=[CH:10][CH:9]=2)[CH:6]=[CH:5][CH:4]=[CH:3][CH:2]=1.[Br:23][C:24]1[CH:29]=[N:28][C:27](Br)=[CH:26][N:25]=1.C([O-])([O-])=O.[K+].[K+]>O1CCOCC1.O.C1C=CC([P]([Pd]([P](C2C=CC=CC=2)(C2C=CC=CC=2)C2C=CC=CC=2)([P](C2C=CC=CC=2)(C2C=CC=CC=2)C2C=CC=CC=2)[P](C2C=CC=CC=2)(C2C=CC=CC=2)C2C=CC=CC=2)(C2C=CC=CC=2)C2C=CC=CC=2)=CC=1>[Br:23][C:24]1[N:25]=[CH:26][C:27]([C:11]2[CH:12]=[CH:13][C:8]([N:7]([C:1]3[CH:6]=[CH:5][CH:4]=[CH:3][CH:2]=3)[C:17]3[CH:22]=[CH:21][CH:20]=[CH:19][CH:18]=3)=[CH:9][CH:10]=2)=[N:28][CH:29]=1 |f:2.3.4,5.6,^1:47,49,68,87|. Procedure: A mixture of (4-(diphenylamino)phenyl)boronic acid (3.26 g, 11.3 mmol), 2,5-dibromopyrazine (5.82 g, 22.6 mmol), Pd(PPh3)4 (0.635 g, 0.55 mmol), K2CO3 (3.45 g, 25 mmol) in dioxane/water (100 mL/16 mL) was degassed and heated at about 85° C. for about 20 hours. The resulting mixture was poured into ethyl acetate (250 mL), washed with brine, dried over Na2SO4, loaded on silica gel and purified by flash column using eluents of hexanes to hexanes/dichloromethane 4:1. After removal of solvent, a yell... Starting materials: CCCC[Si](C)(C)CCCO, Cl, O, Cc1ccc(S(=O)(=O)Cl)cc1, c1ccncc1. Yields the product CCCC[Si](C)(C)CCCOS(=O)(=O)c1ccc(C)cc1. Reaction SMILES: [CH2:1]([CH2:2][CH2:3][CH3:4])[Si:5]([CH2:6][CH2:7][CH2:8][OH:9])([CH3:10])[CH3:11].[ClH:29].[OH2:30].[c:18]1([CH3:28])[cH:19][cH:20][c:21]([S:24](=[O:25])(=[O:26])[Cl:27])[cH:22][cH:23]1.[cH:12]1[cH:13][cH:14][n:15][cH:16][cH:17]1>>[CH2:1]([CH2:2][CH2:3][CH3:4])[Si:5]([CH2:6][CH2:7][CH2:8][O:9][S:24]([c:21]1[cH:20][cH:19][c:18]([CH3:28])[cH:23][cH:22]1)(=[O:25])=[O:26])([CH3:10])[CH3:11]. The reactants are CN(C(OC(C)(C)C)=O)CCC1=CC=C(C=C1)C1=NN(C=N1)C1=CC=C(C=C1)OC(F)(F)F (tert-butyl methyl(4-(1-(4-(trifluoromethoxy)phenyl)-1H-1,2,4-triazol-3-yl)phenethyl)carbamate), C([O-])(O)=O.[Na+] (sodium bicarbonate). Yields the product CNCCC1=CC=C(C=C1)C1=NN(C=N1)C1=CC=C(C=C1)OC(F)(F)F (N-methyl-2-(4-(1-(4-(trifluoromethoxy)phenyl)-1H-1,2,4-triazol-3-yl)phenyl)ethanamine), FC(C(=O)O)(F)F (trifluoroacetic acid). The yield is 111.0%. As a reaction SMILES: [CH3:1][N:2]([CH2:10][CH2:11][C:12]1[CH:17]=[CH:16][C:15]([C:18]2[N:22]=[CH:21][N:20]([C:23]3[CH:28]=[CH:27][C:26]([O:29][C:30]([F:33])([F:32])[F:31])=[CH:25][CH:24]=3)[N:19]=2)=[CH:14][CH:13]=1)C(=O)OC(C)(C)C.[C:34](=O)([OH:36])[O-:35].[Na+]>>[CH3:1][NH:2][CH2:10][CH2:11][C:12]1[CH:13]=[CH:14][C:15]([C:18]2[N:22]=[CH:21][N:20]([C:23]3[CH:28]=[CH:27][C:26]([O:29][C:30]([F:33])([F:31])[F:32])=[CH:25][CH:24]=3)[N:19]=2)=[CH:16][CH:17]=1.[F:33][C:30]([F:31])([F:32])[C:34]([OH:36])=[O:35] |f:1.2|. Procedure details: The title compound was prepared from tert-butyl methyl(4-(1-(4-(trifluoromethoxy)phenyl)-1H-1,2,4-triazol-3-yl)phenethyl)carbamate (CB63), neutralized with aqueous sodium bicarbonate, and isolated as a yellow waxy solid with excess trifluoroacetic acid (5.73 g, 111%): 1H NMR (400 MHz, CDCl3) δ 8.53 (s, 1H), 8.12 (d, J=8.2 Hz, 2H), 7.77 (d, J=9.0 Hz, 2H), 7.37 (dd, J=9.0, 1.0 Hz, 2H), 7.31 (d, J=8.2 Hz, 2H), 3.23-3.12 (m, 2H), 3.05 (dd, J=9.4, 6.3 Hz, 2H), 2.67 (s, 3H), 1.29-1.22 (m, 1H); 19F NMR...